This data is from the Open Reaction Database (ORD), a public repository of structured organic reaction records. The task is: describe an organic reaction: reactants, conditions, products, and yield Starting materials: C(C)(=O)C=1SC=CC1NC(C(=O)O)C1=CC=CC=C1 (2-(2-acetylthiophen-3-ylamino)-2-phenylacetic acid), N12C[C@@H](C(CC1)CC2)O ((R)-quinuclidin-3-ol), C=1C=CC2=C(C1)N=NN2O (HOBT), C1CCC(CC1)N=C=NC2CCCCC2 (DCC). Run in C1CCOC1 (THF). Run at time 8 hour. The product is N12C[C@@H](C(CC1)CC2)OC(C(C2=CC=CC=C2)NC2=C(SC=C2)C(C)=O)=O ((2-acetyl-thiophen-3-ylamino)-phenyl-acetic acid (R)-(1-aza-bicyclo[2.2.2]oct-3-yl)ester). The yield is 18.4%. RXN SMILES: [C:1]([C:4]1[S:5][CH:6]=[CH:7][C:8]=1[NH:9][CH:10]([C:14]1[CH:19]=[CH:18][CH:17]=[CH:16][CH:15]=1)[C:11]([OH:13])=[O:12])(=[O:3])[CH3:2].[N:20]12[CH2:27][CH2:26][CH:23]([CH2:24][CH2:25]1)[C@@H:22](O)[CH2:21]2.C1C=CC2N(O)N=NC=2C=1.C1CCC(N=C=NC2CCCCC2)CC1>C1COCC1>[N:20]12[CH2:27][CH2:26][CH:23]([CH2:24][CH2:25]1)[C@@H:22]([O:12][C:11](=[O:13])[CH:10]([NH:9][C:8]1[CH:7]=[CH:6][S:5][C:4]=1[C:1](=[O:3])[CH3:2])[C:14]1[CH:19]=[CH:18][CH:17]=[CH:16][CH:15]=1)[CH2:21]2. Reported procedure: A mixture of 2-(2-acetylthiophen-3-ylamino)-2-phenylacetic acid (I4) (188 mg, 0.68 mmol), (R)-quinuclidin-3-ol (104 mg, 0.82 mmol), HOBT (125 mg, 0.82 mmol) and DCC (169 mg, 0.82 mmol) in dry THF (8 ml) was stirred at room temperature overnight. THF was evaporated, and the crude product was taken up with EtOAc and washed twice with 2M K2CO3. The organic phase was dried (Na2SO4), filtered and evaporated to dryness. The crude product was purified by preparative HPLC. The fractions containing the p...